Dataset: the Open Reaction Database (ORD), a public repository of structured organic reaction records. Task: describe an organic reaction: reactants, conditions, products, and yield The reactants are NC=1C=C(OC=2C=CC=3N(C2)C=C(N3)NC(=O)C3CC3)C=CC1 (N-[6-(3-aminophenoxy)imidazo[1,2-a]pyridin-2-yl]cyclopropanecarboxamide), C=1(C(=CC=CC1)C=O)C=O (benzene-1,2-dicarbaldehyde). Run in C(C)(=O)O (acetic acid). Reaction conditions: temperature 100 celsius, time 13 hour. The product is O=C1N(CC2=CC=CC=C12)C=1C=C(OC=2C=CC=3N(C2)C=C(N3)NC(=O)C3CC3)C=CC1 (N-{6-[3-(1-oxo-1,3-dihydro-2H-isoindol-2-yl)phenoxy]imidazo[1,2-a]pyridin-2-yl}cyclopropanecarboxamide). Yield: 17.7%. As a reaction SMILES: [NH2:1][C:2]1[CH:3]=[C:4]([CH:21]=[CH:22][CH:23]=1)[O:5][C:6]1[CH:7]=[CH:8][C:9]2[N:10]([CH:12]=[C:13]([NH:15][C:16]([CH:18]3[CH2:20][CH2:19]3)=[O:17])[N:14]=2)[CH:11]=1.[C:24]1([CH:32]=O)[C:25]([CH:30]=[O:31])=[CH:26][CH:27]=[CH:28][CH:29]=1>C(O)(=O)C>[O:31]=[C:30]1[C:25]2[C:24](=[CH:29][CH:28]=[CH:27][CH:26]=2)[CH2:32][N:1]1[C:2]1[CH:3]=[C:4]([CH:21]=[CH:22][CH:23]=1)[O:5][C:6]1[CH:7]=[CH:8][C:9]2[N:10]([CH:12]=[C:13]([NH:15][C:16]([CH:18]3[CH2:20][CH2:19]3)=[O:17])[N:14]=2)[CH:11]=1. Reported procedure: A mixture of N-[6-(3-aminophenoxy)imidazo[1,2-a]pyridin-2-yl]cyclopropanecarboxamide (19.7 mg, 0.064 mmol), benzene-1,2-dicarbaldehyde (10.7 mg, 0.080 mmol) and acetic acid (4.0 mL) was stirred at 100° C. for 13 hr. The reaction mixture was concentrated under reduced pressure, and ethyl acetate was added to the residue. The mixture was washed with aqueous sodium hydrogen carbonate solution and saturated brine. The organic layer was concentrated, and the residue was purified by preparative HPLC t... The reactants are COC1=CC=C(C=C1)C1CN(CCC1=NO)C (3-p-methoxyphenyl-1-methyl-4-piperidone oxime). The reagents and catalysts are [Ni] (Raney nickel). Product: NC1C(CN(CC1)C)C1=CC=C(C=C1)OC (4-amino-3-p-methoxyphenyl-1-methyl-piperidine). Reaction SMILES: [CH3:1][O:2][C:3]1[CH:8]=[CH:7][C:6]([CH:9]2[C:14](=[N:15]O)[CH2:13][CH2:12][N:11]([CH3:17])[CH2:10]2)=[CH:5][CH:4]=1>[Ni]>[NH2:15][CH:14]1[CH2:13][CH2:12][N:11]([CH3:17])[CH2:10][CH:9]1[C:6]1[CH:7]=[CH:8][C:3]([O:2][CH3:1])=[CH:4][CH:5]=1. Procedure: Cis-8-methoxy-2-methyl-6-phenyl-1,2,3,4,4a,10b-hexahydrobenzo[c][1,6]naphthyridine is obtained by addition of 3-amino-2-p-methoxyphenylpropionic acid ethyl ester to acrylic acid ethyl ester, reductive methylation of 2-p-methoxyphenyl-3,3'-iminodipropionic acid diethyl ester (M.P. of the hydrogen oxalate 152°) with formaldehyde to obtain 2-p-methoxymethyl-N-methyl-3,3'-iminodipropionic acid diethyl ester, reaction of the latter compound to obtain 3-carbethoxy-5-(p-methoxyphenyl)-1-methyl-4-piperi...